The task is: describe an organic reaction: reactants, conditions, products, and yield. This data is from the Open Reaction Database (ORD), a public repository of structured organic reaction records. The reactants are C(N)(=O)C=1C(=NC(=C(N1)CC)Cl)NC=1C=NN(C1)C1CCN(CC1)C(=O)OC(C)(C)C (tert-butyl 4-{4-[(3-carbamoyl-6-chloro-5-ethylpyrazin-2-yl)amino]-1H-pyrazol-1-yl}piperidine-1-carboxylate), C(C)(=O)OCC (ethyl acetate), C(C)OC(C)=O.Cl (hydrogen chloride ethyl acetate). Solvent: C(C)O (ethanol). Run at time 2 hour. Product: ClC=1N=C(C(=NC1CC)C(=O)N)NC=1C=NN(C1)C1CCNCC1 (5-chloro-6-ethyl-3-{[1-(piperidin-4-yl)-1H-pyrazol-4-yl]amino}pyrazine-2-carboxamide). Isolated yield 100.5%. As a reaction SMILES: [C:1]([C:4]1[C:5]([NH:13][C:14]2[CH:15]=[N:16][N:17]([CH:19]3[CH2:24][CH2:23][N:22](C(OC(C)(C)C)=O)[CH2:21][CH2:20]3)[CH:18]=2)=[N:6][C:7]([Cl:12])=[C:8]([CH2:10][CH3:11])[N:9]=1)(=[O:3])[NH2:2].C(OCC)(=O)C.C(OC(=O)C)C.Cl>C(O)C>[Cl:12][C:7]1[N:6]=[C:5]([NH:13][C:14]2[CH:15]=[N:16][N:17]([CH:19]3[CH2:24][CH2:23][NH:22][CH2:21][CH2:20]3)[CH:18]=2)[C:4]([C:1]([NH2:2])=[O:3])=[N:9][C:8]=1[CH2:10][CH3:11] |f:2.3|. Reported procedure: To a mixture of tert-butyl 4-{4-[(3-carbamoyl-6-chloro-5-ethylpyrazin-2-yl)amino]-1H-pyrazol-1-yl}piperidine-1-carboxylate (1.69 g), ethyl acetate (10 mL), and ethanol (10 mL) was added a 4 M hydrogen chloride ethyl acetate solution (20 mL), followed by stirring at room temperature for 2 hours. The mixture was subjected to liquid separation by the addition of a 1 M aqueous sodium hydroxide solution and chloroform. The organic phase was dried over anhydrous sodium sulfate and then filtered. The f... Reactants: FC(C(=O)O)(F)F (trifluoroacetic acid), C(C)N (ethylamine), CS(=O)(=O)OC(C(=O)N1C[C@H]2N(CC1)C[C@@H](C2)OC2=NC=C(N=C2)C2CC2)C2=CC=C(C=C2)C(F)(F)F (2-[(7R,8aS)-7-[(5-cyclopropylpyrazin-2-yl)oxy]hexahydropyrrolo[1,2-a]-pyrazin-2(1H)-yl]-2-oxo-1-[4-(trifluoromethyl)phenyl]ethyl methanesulfonate), FCCN (2-fluoroethanamine). Yields the product C1(CC1)C=1N=CC(=NC1)O[C@@H]1C[C@@H]2N(CCN(C2)C(C(C2=CC(=CC=C2)C(F)(F)F)NCCF)=O)C1 (1-[(7R,8aS)-7-[(5-cyclopropylpyrazin-2-yl)oxy]hexahydropyrrolo[1,2-a]-pyrazin-2(1H)-yl]-2-[(2-fluoroethyl)amino]-2-[3-(trifluoromethyl)phenyl]ethanone). RXN SMILES: [F:1][C:2]([F:7])([F:6])[C:3](O)=O.CS(O[CH:13]([C:35]1[CH:40]=[CH:39][C:38](C(F)(F)F)=C[CH:36]=1)[C:14]([N:16]1[CH2:21][CH2:20][N:19]2[CH2:22][C@H:23]([O:25][C:26]3[CH:31]=[N:30][C:29]([CH:32]4[CH2:34][CH2:33]4)=[CH:28][N:27]=3)[CH2:24][C@H:18]2[CH2:17]1)=[O:15])(=O)=O.[F:45][CH2:46][CH2:47][NH2:48].C(N)C>>[CH:32]1([C:29]2[N:30]=[CH:31][C:26]([O:25][C@H:23]3[CH2:22][N:19]4[CH2:20][CH2:21][N:16]([C:14](=[O:15])[CH:13]([NH:48][CH2:47][CH2:46][F:45])[C:35]5[CH:40]=[CH:39][CH:38]=[C:3]([C:2]([F:7])([F:6])[F:1])[CH:36]=5)[CH2:17][C@@H:18]4[CH2:24]3)=[N:27][CH:28]=2)[CH2:34][CH2:33]1. Reported procedure: The title compound was prepared as a trifluoroacetic acid salt according to the procedure described in Example 194B, substituting the product from Example 179A for the product from Example 194A, and substituting 2-fluoroethanamine for ethylamine 1H NMR (300 MHz, CDCl3) δ ppm 0.88-1.06 (m, 4 H) 4.62-4.77 (m, 1 H) 4.78-4.93 (m, 1 H) 5.42-5.71 (m, 1 H) 7.63-7.76 (m, 3 H) 7.77-7.86 (m, 1 H) 7.88-7.95 (m, 1 H) 7.98-8.14 (m, 1 H); MS (ESI) m/z 508 (M+H)+. The reactants are N#Cc1ccc(-c2ccc(O)cc2)cc1, CCCCOC(=O)Cl, c1ccncc1, c1ccccc1. Product: CCCCOC(=O)Oc1ccc(-c2ccc(C#N)cc2)cc1. RXN SMILES: [C:1](#[N:2])[c:3]1[cH:4][cH:5][c:6](-[c:9]2[cH:10][cH:11][c:12]([OH:15])[cH:13][cH:14]2)[cH:7][cH:8]1.[CH2:22]([CH2:23][CH2:24][CH3:25])[O:26][C:27](=[O:28])[Cl:29].[cH:16]1[cH:17][cH:18][n:19][cH:20][cH:21]1.[cH:30]1[cH:31][cH:32][cH:33][cH:34][cH:35]1>>[C:1](#[N:2])[c:3]1[cH:4][cH:5][c:6](-[c:9]2[cH:10][cH:11][c:12]([O:15][C:27]([O:26][CH2:22][CH2:23][CH2:24][CH3:25])=[O:28])[cH:13][cH:14]2)[cH:7][cH:8]1. The reactants are [Si](C)(C)(C(C)(C)C)OC[C@H](CCC(=O)N1CCN(CC1)C(=O)OC(C)(C)C)N(C(=O)NCC1=C(C(=CC=C1)F)Cl)C ((S)-tert-butyl 4-(5-(tert-butyldimethylsilyloxy)-4-(3-(2-chloro-3-fluorobenzyl)-1-methylureido)pentanoyl)piperazine-1-carboxylate), Cl (HCl), C(=O)(O)[O-].[Na+] (NaHCO3). The solvent is CO (MeOH). Reaction conditions: time 1 hour. Yields the product ClC1=C(CNC(N(C)[C@@H](CCC(=O)N2CCN(CC2)C(=O)OC(C)(C)C)CO)=O)C=CC=C1F ((S)-tert-butyl 4-(4-(3-(2-chloro-3-fluorobenzyl)-1-methylureido)-5-hydroxypentanoyl)piperazine-1-carboxylate). The yield is 99.8%. Reaction SMILES: [Si]([O:8][CH2:9][C@@H:10]([N:28]([CH3:41])[C:29]([NH:31][CH2:32][C:33]1[CH:38]=[CH:37][CH:36]=[C:35]([F:39])[C:34]=1[Cl:40])=[O:30])[CH2:11][CH2:12][C:13]([N:15]1[CH2:20][CH2:19][N:18]([C:21]([O:23][C:24]([CH3:27])([CH3:26])[CH3:25])=[O:22])[CH2:17][CH2:16]1)=[O:14])(C(C)(C)C)(C)C.Cl.C([O-])(O)=O.[Na+]>CO>[Cl:40][C:34]1[C:35]([F:39])=[CH:36][CH:37]=[CH:38][C:33]=1[CH2:32][NH:31][C:29](=[O:30])[N:28]([C@H:10]([CH2:9][OH:8])[CH2:11][CH2:12][C:13]([N:15]1[CH2:20][CH2:19][N:18]([C:21]([O:23][C:24]([CH3:25])([CH3:26])[CH3:27])=[O:22])[CH2:17][CH2:16]1)=[O:14])[CH3:41] |f:2.3|. Reported procedure: To a solution of (S)-tert-butyl 4-(5-(tert-butyldimethylsilyloxy)-4-(3-(2-chloro-3-fluorobenzyl)-1-methylureido)pentanoyl)piperazine-1-carboxylate (4.2 g, 6.8 mmol, 1.0 equiv.) in MeOH (35 mL), was added HCl (2N, 0.68 mL, 1.36 mmol, 0.2 equiv.). The reaction was stirred at RT for 1 h. NaHCO3 (1.1 g, 13.6 mmol, 2.0 equiv) was added to quench the reaction. The solvents were removed. The residue was dissolved in EtOAc (100 mL). The salt was filtered off and the filtrate was concentrated to give (S)... Starting materials: C(C1=CC=CC=C1)OC(=O)N1CC=CC1 (1-benzyloxycarbonyl-3-pyrroline), ClC=1C=C(C(=O)OO)C=CC1 (3-chloroperoxybenzoic acid), S(=S)(=O)([O-])[O-].[Na+].[Na+] (sodium thiosulfate). Solvent: ClCCl (dichloromethane). Reaction conditions: time 72 hour. The product is C12CN(CC2O1)C(=O)OCC1=CC=CC=C1 (benzyl 6-oxa-3-azabicyclo[3.1.0]hexane-3-carboxylate). Isolated yield 103.5%. As a reaction SMILES: [CH2:1]([O:8][C:9]([N:11]1[CH2:15][CH:14]=[CH:13][CH2:12]1)=[O:10])[C:2]1[CH:7]=[CH:6][CH:5]=[CH:4][CH:3]=1.ClC1C=C(C=CC=1)C(OO)=[O:21].S([O-])([O-])(=O)=S.[Na+].[Na+]>ClCCl>[CH:13]12[O:21][CH:14]1[CH2:15][N:11]([C:9]([O:8][CH2:1][C:2]1[CH:3]=[CH:4][CH:5]=[CH:6][CH:7]=1)=[O:10])[CH2:12]2 |f:2.3.4|. Procedure details: To a solution of 1-benzyloxycarbonyl-3-pyrroline (2.5 g) in dichloromethane (60 mL) was added 3-chloroperoxybenzoic acid (6.08 g, 50-60% purity). The reaction was stirred at room temperature for 72 hours, and then a saturated sodium thiosulfate solution (50 mL) was added. After being stirred for additional 30 minutes, the mixture was extracted with chloroform (50 mL×2). The combined organic layers were washed successively with 2 N aqueous solution of sodium hydroxide (50 mL×2) and brine (50 mL),... Reactants: CC(C)C[C@@H](C(=O)N[C@@H](CCCNC(=N)N)C(=O)N1CCC[C@H]1C(=O)NCC(=O)N)NC(=O)CNC(=O)[C@H](CC=2C=CC(=CC2)O)NC(=O)[C@H](CO)NC(=O)[C@H](CC3=CNC4=C3C=CC=C4)NC(=O)[C@H](CC5=CN=CN5)NC(=O)[C@@H]6CCC(=O)N6.CC(=O)O.NCC(=O)N[C@@H](CS)C(=O)O (GnRH Gly-Cys). Solvent: O (H2O). Product: CC(C)C[C@@H](C(=O)N[C@@H](CCCNC(=N)N)C(=O)N1CCC[C@H]1C(=O)NCC(=O)N)NC(=O)CNC(=O)[C@H](CC=2C=CC(=CC2)O)NC(=O)[C@H](CO)NC(=O)[C@H](CC3=CNC4=C3C=CC=C4)NC(=O)[C@H](CC5=CN=CN5)NC(=O)[C@@H]6CCC(=O)N6.CC(=O)O (GnRH). Reaction SMILES: [CH3:1][CH:2]([CH2:4][C@H:5]([NH:31][C:32]([CH2:34][NH:35][C:36]([C@@H:38]([NH:47][C:48]([C@@H:50]([NH:53][C:54]([C@@H:56]([NH:67][C:68]([C@@H:70]([NH:77][C:78]([C@H:80]1[NH:85][C:83](=[O:84])[CH2:82][CH2:81]1)=[O:79])[CH2:71][C:72]1[NH:76][CH:75]=[N:74][CH:73]=1)=[O:69])[CH2:57][C:58]1[C:62]2[CH:63]=[CH:64][CH:65]=[CH:66][C:61]=2[NH:60][CH:59]=1)=[O:55])[CH2:51][OH:52])=[O:49])[CH2:39][C:40]1[CH:41]=[CH:42][C:43]([OH:46])=[CH:44][CH:45]=1)=[O:37])=[O:33])[C:6]([NH:8][C@H:9]([C:17]([N:19]1[C@H:23]([C:24]([NH:26][CH2:27][C:28]([NH2:30])=[O:29])=[O:25])[CH2:22][CH2:21][CH2:20]1)=[O:18])[CH2:10][CH2:11][CH2:12][NH:13][C:14]([NH2:16])=[NH:15])=[O:7])[CH3:3].[CH3:86][C:87]([OH:89])=[O:88].NCC(N[C@H](C(O)=O)CS)=O>O>[CH3:3][CH:2]([CH2:4][C@H:5]([NH:31][C:32]([CH2:34][NH:35][C:36]([C@@H:38]([NH:47][C:48]([C@@H:50]([NH:53][C:54]([C@@H:56]([NH:67][C:68]([C@@H:70]([NH:77][C:78]([C@H:80]1[NH:85][C:83](=[O:84])[CH2:82][CH2:81]1)=[O:79])[CH2:71][C:72]1[NH:76][CH:75]=[N:74][CH:73]=1)=[O:69])[CH2:57][C:58]1[C:62]2[CH:63]=[CH:64][CH:65]=[CH:66][C:61]=2[NH:60][CH:59]=1)=[O:55])[CH2:51][OH:52])=[O:49])[CH2:39][C:40]1[CH:41]=[CH:42][C:43]([OH:46])=[CH:44][CH:45]=1)=[O:37])=[O:33])[C:6]([NH:8][C@H:9]([C:17]([N:19]1[C@H:23]([C:24]([NH:26][CH2:27][C:28]([NH2:30])=[O:29])=[O:25])[CH2:22][CH2:21][CH2:20]1)=[O:18])[CH2:10][CH2:11][CH2:12][NH:13][C:14]([NH2:16])=[NH:15])=[O:7])[CH3:1].[CH3:86][C:87]([OH:89])=[O:88] |f:0.1.2,4.5|. Reported procedure: Six mg of the GnRH-Gly-Cys hapten (containing an free SH on one end) is dissolved in 1 ml of H2O. The dissolved hapten is added to the activated KLH and allowed to react for 2 hours at room temperature and then overnight in the refrigerator. The KLH-hapten conjugate is immediately purified by applying the reaction mixture to a desalting column. (Sephadex G-25). The conjugate protein should come off on the void volume (first peak, fractions 4-6) as measure by absorbance at 280 nm. There should be... The reactants are CN(CCCOC1=C(C=O)C=CC=C1)C (2-(3-dimethylaminopropoxy)benzaldehyde), NC1=CC=CC=C1 (aniline), O (Water). The solvent is C1(=CC=CC=C1)C (toluene). Product: CN(CCCOC1=C(C=CC=C1)C=NC1=CC=CC=C1)C (N,N-Dimethyl-3-[2-[(phenylimino)methyl]phenoxy]propanamine). The yield is 45.4%. Reaction SMILES: [CH3:1][N:2]([CH3:15])[CH2:3][CH2:4][CH2:5][O:6][C:7]1[CH:14]=[CH:13][CH:12]=[CH:11][C:8]=1[CH:9]=O.[NH2:16][C:17]1[CH:22]=[CH:21][CH:20]=[CH:19][CH:18]=1.O>C1(C)C=CC=CC=1>[CH3:1][N:2]([CH3:15])[CH2:3][CH2:4][CH2:5][O:6][C:7]1[CH:14]=[CH:13][CH:12]=[CH:11][C:8]=1[CH:9]=[N:16][C:17]1[CH:22]=[CH:21][CH:20]=[CH:19][CH:18]=1. Procedure details: A solution of 32.5 g (0.156 mole) of 2-(3-dimethylaminopropoxy)benzaldehyde and 14.6 g (0.157 mole) of aniline in 150 ml of toluene is refluxed for 9 hours. Water which is formed very slowly is collected in a Dean-Stark trap. The bulk of solvent is removed on a rotary evaporator and the oily residue is fractionated to give 20.0 g of product; boiling point 165°-170° C./0.2 mm of Hg. The reactants are C(=O)=O (CO2), ClC=1C=C(C(=O)N2[C@H](C(=O)O)CCC2)C=CC1Cl (N-(3,4-dichlorobenzoyl)proline), C(#CC(=O)OC)C(=O)OC (dimethyl acetylenedicarboxylate), C(=O)=O (CO2). Run in C(C)(=O)OC(C)=O (acetic anhydride). Yields the product ClC=1C=C(C=CC1Cl)C=1N2CCCC2=C(C1C(=O)OC)C(=O)OC (dimethyl 2,3-dihydro-5-(3,4-dichlorophenyl)-1H-pyrrolizine-6,7-dicarboxylate). Isolated yield 91.0%. Reaction SMILES: [Cl:1][C:2]1[CH:3]=[C:4]([CH:15]=[CH:16][C:17]=1[Cl:18])[C:5]([N:7]1[CH2:14][CH2:13][CH2:12][C@H:8]1C(O)=O)=O.C(=O)=O.[C:22]([C:28]([O:30][CH3:31])=[O:29])#[C:23][C:24]([O:26][CH3:27])=[O:25]>C(OC(=O)C)(=O)C>[Cl:1][C:2]1[CH:3]=[C:4]([C:5]2[N:7]3[C:8](=[C:22]([C:28]([O:30][CH3:31])=[O:29])[C:23]=2[C:24]([O:26][CH3:27])=[O:25])[CH2:12][CH2:13][CH2:14]3)[CH:15]=[CH:16][C:17]=1[Cl:18]. Procedure details: A solution of N-(3,4-dichlorobenzoyl)proline (28.813 g 0.1 mol) in acetic anhydride (100 mL) and dimethyl acetylenedicarboxylate (50 mL) was stirred in a flask equipped with a reflux condenser and a gas bubbler to monitor CO2 evolution during the reaction. The mixture was heated to 120° C. over a 15-min period, during which time CO2 evolution occurred at an increasingly rapid rate; the temperature was maintained for 1 h after the rate of gas evolution had substantially decreased. The reaction mi... The reactants are CN1N=CC(=C1)COS(=O)(=O)C (methanesulfonic acid 1-methyl-1H-pyrazol-4-ylmethyl ester), C(C)(C)(C)NC(=O)C1=CN(C2=NC=C(N=C21)C2=NNC1=CC=C(C=C21)OC(F)F)COCC[Si](C)(C)C (2-(5-difluoromethoxy-1H-indazol-3-yl)-5-(2-trimethylsilanyl-ethoxymethyl)-5H-pyrrolo[2,3-b]pyrazine-7-carboxylic acid tert-butylamide), C(=O)([O-])[O-].[Cs+].[Cs+] (Cs2CO3). Run in CN(C)C=O (DMF). Reaction conditions: temperature 90 celsius. Yields the product C(C)(C)(C)NC(=O)C1=CN(C2=NC=C(N=C21)C2=NN(C1=CC=C(C=C21)OC(F)F)CC=2C=NN(C2)C)COCC[Si](C)(C)C (2-[5-difluoromethoxy-1-(1-methyl-1H-pyrazol-4-ylmethyl)-1H-indazol-3-yl]-5-(2-trimethylsilanyl-ethoxymethyl)-5H-pyrrolo[2,3-b]pyrazine-7-carboxylic acid tert-butylamide). Isolated yield 50.5%. RXN SMILES: [CH3:1][N:2]1[CH:6]=[C:5]([CH2:7]OS(C)(=O)=O)[CH:4]=[N:3]1.[C:13]([NH:17][C:18]([C:20]1[C:28]2[C:23](=[N:24][CH:25]=[C:26]([C:29]3[C:37]4[C:32](=[CH:33][CH:34]=[C:35]([O:38][CH:39]([F:41])[F:40])[CH:36]=4)[NH:31][N:30]=3)[N:27]=2)[N:22]([CH2:42][O:43][CH2:44][CH2:45][Si:46]([CH3:49])([CH3:48])[CH3:47])[CH:21]=1)=[O:19])([CH3:16])([CH3:15])[CH3:14].C([O-])([O-])=O.[Cs+].[Cs+]>CN(C=O)C>[C:13]([NH:17][C:18]([C:20]1[C:28]2[C:23](=[N:24][CH:25]=[C:26]([C:29]3[C:37]4[C:32](=[CH:33][CH:34]=[C:35]([O:38][CH:39]([F:40])[F:41])[CH:36]=4)[N:31]([CH2:7][C:5]4[CH:4]=[N:3][N:2]([CH3:1])[CH:6]=4)[N:30]=3)[N:27]=2)[N:22]([CH2:42][O:43][CH2:44][CH2:45][Si:46]([CH3:49])([CH3:48])[CH3:47])[CH:21]=1)=[O:19])([CH3:16])([CH3:15])[CH3:14] |f:2.3.4|. Reported procedure: To a solution of methanesulfonic acid 1-methyl-1H-pyrazol-4-ylmethyl ester (108 mg, 0.57 mmol) in DMF (2 mL) were added 2-(5-difluoromethoxy-1H-indazol-3-yl)-5-(2-trimethylsilanyl-ethoxymethyl)-5H-pyrrolo[2,3-b]pyrazine-7-carboxylic acid tert-butylamide (100 mg, 0.19 mmol) and Cs2CO3 (184 mg, 0.57 mmol). The bright yellow reaction mixture was heated at 90° C. for 2 h then cooled to room temperature, quenched with water and extracted with EtOAc (2×). The combined organics were washed with water (...